describe an organic reaction: reactants, conditions, products, and yield From a dataset of the Open Reaction Database (ORD), a public repository of structured organic reaction records. Reactants: [OH-].[Na+] (sodium hydroxide), C(C)O (ethanol), C(C)OC(C1=CC=C(C=C1)C#CC=1C=C2C(CCN(C2=CC1)C1CC1)(C)C)=O (4-(1-cyclopropyl-4,4-dimethyl-1,2,3,4-tetrahydro-quinolin-6-ylethynyl)-benzoic acid ethyl ester), C(C)OC(C1=CC=C(C=C1)C#CC=1C=C2C(CCN(C2=CC1)C1CC1)(C)C)=O (4-(1-cyclopropyl-4,4-dimethyl-1,2,3,4-tetrahydro-quinolin-6-ylethynyl)-benzoic acid ethyl ester). The product is C1(CC1)N1CCC(C2=CC(=CC=C12)C=1C(=C(C(=O)O)C=CC1)C#C)(C)C (1-Cyclopropyl-4,4-dimethyl-1,2,3,4-tetrahydroquinolin-6-yl-ethynyl-benzoic Acid), solid. The yield is 64.0%. RXN SMILES: C(OC(=O)[C:5]1[CH:10]=[CH:9][C:8]([C:11]#[C:12][C:13]2[CH:14]=[C:15]3[C:20](=[CH:21][CH:22]=2)[N:19]([CH:23]2[CH2:25][CH2:24]2)[CH2:18][CH2:17][C:16]3([CH3:27])[CH3:26])=[CH:7][CH:6]=1)C.[OH-:29].[Na+].[CH2:31]([OH:33])C>>[CH:23]1([N:19]2[C:20]3[C:15](=[CH:14][C:13]([C:12]4[C:5]([C:6]#[CH:7])=[C:10]([CH:9]=[CH:8][CH:11]=4)[C:31]([OH:33])=[O:29])=[CH:22][CH:21]=3)[C:16]([CH3:26])([CH3:27])[CH2:17][CH2:18]2)[CH2:24][CH2:25]1 |f:1.2|. Procedure: Following general procedure L and using 4-(1-cyclopropyl-4,4-dimethyl-1,2,3,4-tetrahydro-quinolin-6-ylethynyl)-benzoic acid ethyl ester (Compound 61, 0.05 g, 0.13 mmol), 5 mL of ethanol and 5M sodium hydroxide solution (2 mL) followed by recrystallization from hot ethyl acetate, the title compound was obtained as a solid (0.030 g, 64%). Starting materials: NC1=C(C=CC(=N1)N1C[C@@H](CCC1)C(=O)N(C)C)[N+](=O)[O-] ((R)-1-(6-Amino-5-nitropyridin-2-yl)-N,N-dimethylpiperidine-3-carboxamide), N1CCOCC1 (morpholine), C(C)#N (acetonitrile). Solvent: Cl (hydrogen chloride), CCOCC (ether), C(C)OCC (diethyl ether). Yields the product NC1=C(C=CC(=N1)N1C[C@@H](CCC1)C(=O)N1CCOCC1)[N+](=O)[O-] ((R)-(1-(6-Amino-5-nitropyridin-2-yl)piperidin-3-yl)(morpholino)methanone). Reaction SMILES: [NH2:1][C:2]1[N:7]=[C:6]([N:8]2[CH2:13][CH2:12][CH2:11][C@@H:10]([C:14]([N:16]([CH3:18])[CH3:17])=[O:15])[CH2:9]2)[CH:5]=[CH:4][C:3]=1[N+:19]([O-:21])=[O:20].N1C[CH2:26][O:25][CH2:24]C1.C(#N)C>Cl.CCOCC>[NH2:1][C:2]1[N:7]=[C:6]([N:8]2[CH2:13][CH2:12][CH2:11][C@@H:10]([C:14]([N:16]3[CH2:18][CH2:26][O:25][CH2:24][CH2:17]3)=[O:15])[CH2:9]2)[CH:5]=[CH:4][C:3]=1[N+:19]([O-:21])=[O:20]. Reported procedure: The title compound was prepared using procedures analogous to the ones used for Intermediate 39, but using morpholine for Step 1, a saturated solution of hydrogen chloride in ether, and diethyl ether as a solvent for Step 2 and acetonitrile for Step 3. MS (ES+APCI) (M+H) 336.1; LCMS retention time: 4.033 min (Method I). The reactants are C(C)(C)(C)C=1N=C(SC1)C=CC=1C=C(C(=O)O)C=CC1 (3-[2-(4-tert-Butyl-2-thiazolyl)vinyl]benzoic acid), [H][H] (hydrogen). Reagents/catalysts: [C].[Pd] (palladium-carbon). The solvent is O1CCCC1 (tetrahydrofuran). Yields the product C(C)(C)(C)C=1N=C(SC1)CCC=1C=C(C(=O)O)C=CC1 (3-[2-(4-tert-butyl-thiazolyl)ethyl]benzoic acid). Isolated yield 92.6%. Reaction SMILES: [C:1]([C:5]1[N:6]=[C:7]([CH:10]=[CH:11][C:12]2[CH:13]=[C:14]([CH:18]=[CH:19][CH:20]=2)[C:15]([OH:17])=[O:16])[S:8][CH:9]=1)([CH3:4])([CH3:3])[CH3:2].[H][H]>O1CCCC1.[C].[Pd]>[C:1]([C:5]1[N:6]=[C:7]([CH2:10][CH2:11][C:12]2[CH:13]=[C:14]([CH:18]=[CH:19][CH:20]=2)[C:15]([OH:17])=[O:16])[S:8][CH:9]=1)([CH3:4])([CH3:2])[CH3:3] |f:3.4|. Procedure details: 3-[2-(4-tert-Butyl-2-thiazolyl)vinyl]benzoic acid (1.20 g, 4.18 mmol) was dissolved in tetrahydrofuran (24 ml), 10% palladium-carbon powder (0.2 g) was added to the solution, and the mixture was stirred at room temperature for 3 hours in an atmosphere of hydrogen. The reaction solution was filtered and the resulting filtrate was concentrated under reduced pressure. By crystallizing the resulting residue from diethyl ether-hexane, 3-[2-(4-tert-butyl-thiazolyl)ethyl]benzoic acid (1.12 g, 93%) was ... Reaction SMILES: C1(C)C=CC=CC=1.[CH3:8][Si:9]([CH3:17])([CH3:16])[C:10]#[C:11][C:12](=[O:15])[CH:13]=[CH2:14].CO.Cl>C1COCC1.C(OCC)C>[CH3:8][Si:9]([CH3:17])([CH3:16])[C:10]#[C:11][C@H:12]([OH:15])[CH:13]=[CH2:14]. The yield is 98.7%. Run in C(C)OCC (diethyl ether), C1CCOC1 (THF). The product is C[Si](C#C[C@@H](C=C)O)(C)C ((3R)-5-trimethylsilyl-1-penten-4-yn-3-ol). Reactants: C1(=CC=CC=C1)C (Toluene), BH3-Me2S, BH3-Me2S, Cl (HCl), CO (methanol), C[Si](C#CC(C=C)=O)(C)C (5-trimethylsilyl-1-penten-4-yn-3-one), resultant solution, CO (Methanol). Procedure: (R)-Me-CBS reagent (1.0 M Toluene, 2.14 mL, 2.14 mmol) was transferred into a freshly flame-dried flask, and the toluene was removed in vacuo over 1 day. The CBS reagent was diluted with a THF solution of 5-trimethylsilyl-1-penten-4-yn-3-one (163 mg, 1.07 mmol), and the resultant solution was cooled to −30° C. At −30° C., BH3-Me2S (0.589 mL, 1.18 mmol) was slowly added over 10 min. After addition of BH3-Me2S, TLC analyses indicated that the reaction was complete. Methanol was slowly added, and r... Reactants: [CH2-]S(C)=O, CS(C)=O, [H-], CCOC(=O)c1cn(C)nc1Nc1ccc(F)cc1N, [Na+], [Na+]. The product is Cn1cc2c(n1)Nc1ccc(F)cc1NC2=O. Reaction SMILES: [CH3:1][S:2]([CH2-:3])=[O:4].[CH3:28][S:29]([CH3:30])=[O:31].[H-:6].[NH2:8][c:9]1[c:10]([NH:11][c:12]2[n:13][n:14]([CH3:22])[cH:15][c:16]2[C:17](=[O:18])[O:19][CH2:20][CH3:21])[cH:23][cH:24][c:25]([F:27])[cH:26]1.[Na+:5].[Na+:7]>>[NH:8]1[c:9]2[c:10]([cH:23][cH:24][c:25]([F:27])[cH:26]2)[NH:11][c:12]2[n:13][n:14]([CH3:22])[cH:15][c:16]2[C:17]1=[O:18]. Reactants: CCOC(C)=O, [H][H], CC(C)[Si](C(C)C)(C(C)C)n1ccc2c(Cl)c(N=[N+]=[N-])cnc21. Product: CC(C)[Si](C(C)C)(C(C)C)n1ccc2c(Cl)c(N)cnc21. As a reaction SMILES: [CH3:26][CH2:27][O:28][C:29](=[O:30])[CH3:31].[H:24][H:25].[N:1](=[N+:2]=[N-:3])[c:4]1[c:5]([Cl:23])[c:6]2[c:7]([n:8][cH:9]1)[n:10]([Si:13]([CH:14]([CH3:15])[CH3:16])([CH:17]([CH3:18])[CH3:19])[CH:20]([CH3:21])[CH3:22])[cH:11][cH:12]2>>[NH2:1][c:4]1[c:5]([Cl:23])[c:6]2[c:7]([n:8][cH:9]1)[n:10]([Si:13]([CH:14]([CH3:15])[CH3:16])([CH:17]([CH3:18])[CH3:19])[CH:20]([CH3:21])[CH3:22])[cH:11][cH:12]2. The reactants are [Br-], BrCBr, CC[N+](CC)(CC)Cc1ccccc1, CO, O=N[O-], Cc1cc(C2CC2)cc(Cl)c1-n1c(N)nnc1SCC(=O)Nc1ccc(C(=O)O)cc1Cl, [Na+], O=C(O)C(Cl)Cl. Product: Cc1cc(C2CC2)cc(Cl)c1-n1c(Br)nnc1SCC(=O)Nc1ccc(C(=O)O)cc1Cl. Reaction SMILES: [Br-:48].[Br:45][CH2:46][Br:47].[CH2:49]([N+:50]([CH2:51][CH3:52])([CH2:53][CH3:54])[CH2:55][CH3:56])[c:57]1[cH:58][cH:59][cH:60][cH:61][cH:62]1.[CH3:43][OH:44].[N:39]([O-:40])=[O:41].[NH2:7][c:8]1[n:9](-[c:28]2[c:29]([Cl:38])[cH:30][c:31]([CH:35]3[CH2:36][CH2:37]3)[cH:32][c:33]2[CH3:34])[c:10]([S:13][CH2:14][C:15](=[O:16])[NH:17][c:18]2[c:19]([Cl:27])[cH:20][c:21]([C:22](=[O:23])[OH:24])[cH:25][cH:26]2)[n:11][n:12]1.[Na+:42].[OH:1][C:2]([CH:3]([Cl:4])[Cl:5])=[O:6]>>[c:8]1([Br:45])[n:9](-[c:28]2[c:29]([Cl:38])[cH:30][c:31]([CH:35]3[CH2:36][CH2:37]3)[cH:32][c:33]2[CH3:34])[c:10]([S:13][CH2:14][C:15](=[O:16])[NH:17][c:18]2[c:19]([Cl:27])[cH:20][c:21]([C:22](=[O:23])[OH:24])[cH:25][cH:26]2)[n:11][n:12]1.